From a dataset of the Open Reaction Database (ORD), a public repository of structured organic reaction records. describe an organic reaction: reactants, conditions, products, and yield The reactants are BrC=1C=CC2=C(N(N=N2)CC2=CC=C(N=N2)N)C1 (6-(6-Bromo-benzotriazol-1-ylmethyl)-pyridazin-3-ylamine), C(C)(C)(C)OC(NC(CCl)=O)=O ((2-chloro-acetyl)-carbamic acid tert-butyl ester), Na2HPO4. Solvent: CC(=O)N(C)C (DMA). Run at temperature 135 celsius, time 4 hour. Yields the product C(C)(C)(C)OC(NC=1N=C2N(N=C(C=C2)CN2N=NC3=C2C=C(C=C3)Br)C1)=O ([6-(6-Bromo-benzotriazol-1-ylmethyl)-imidazo[1,2-b]pyridazin-2-yl]-carbamic acid tert-butyl ester). Yield: 30.9%. Reaction SMILES: [Br:1][C:2]1[CH:3]=[CH:4][C:5]2[N:9]=[N:8][N:7]([CH2:10][C:11]3[N:16]=[N:15][C:14]([NH2:17])=[CH:13][CH:12]=3)[C:6]=2[CH:18]=1.[C:19]([O:23][C:24](=[O:30])[NH:25][C:26](=O)[CH2:27]Cl)([CH3:22])([CH3:21])[CH3:20]>CC(N(C)C)=O>[C:19]([O:23][C:24](=[O:30])[NH:25][C:26]1[N:17]=[C:14]2[CH:13]=[CH:12][C:11]([CH2:10][N:7]3[C:6]4[CH:18]=[C:2]([Br:1])[CH:3]=[CH:4][C:5]=4[N:9]=[N:8]3)=[N:16][N:15]2[CH:27]=1)([CH3:22])([CH3:21])[CH3:20]. Procedure details: A mixture of compound 10G (1.0 g, 3.28 mmol), (2-chloro-acetyl)-carbamic acid tert-butyl ester (1.0 g, 5.0 mmol) and Na2HPO4 (1.4 g, 10 mmol) in DMA (50 mL) was stirred at 135° C. for four hours. Solvent was removed under reduced pressure. The residue was sonicated in ethyl acetate/water, and the precipitate was filtered off. Ethyl acetate solution was separated and concentrated and loaded on silica gel. The silica column was eluted with hexane/ethyl acetate (1/2) to give 0.45 g of desired produ... Reactants: ClC1=CC=C(C=O)C=C1 (4-chlorobenzaldehyde), C(C)N (ethylamine), O (water), [BH4-].[Na+] (NaBH4). Solvent: CO (MeOH). Conditions: temperature 20 celsius, time 15 hour. Product: ClC1=CC=C(CNCC)C=C1 ((4-chloro-benzyl)-ethyl-amine). As a reaction SMILES: [Cl:1][C:2]1[CH:9]=[CH:8][C:5]([CH:6]=O)=[CH:4][CH:3]=1.[CH2:10]([NH2:12])[CH3:11].O.[BH4-].[Na+]>CO>[Cl:1][C:2]1[CH:9]=[CH:8][C:5]([CH2:6][NH:12][CH2:10][CH3:11])=[CH:4][CH:3]=1 |f:3.4|. Procedure: To a solution of 4-chlorobenzaldehyde (1 eq.) in MeOH was added ethylamine 70% in water (10 eq.). The reaction was stirred for 15 h at 20° C. under argon then NaBH4 (2 eq.) was added. The reaction was stirred at 20° C. for 5 h. The reaction was quenched with water then acidified with aqueous HCl (2M). The aqueous layer was washed with EtOAc. The organic layer was discarded. Aqueous NaOH (2M) was then added to the aqueous layer until pH=10 and the crude was extracted twice with EtOAc. The organic... Yields the product CCn1cc(C(=O)O)c(=O)c2cc(F)c(N3CCNC(C)C3)c(OC(F)F)c21. RXN SMILES: [CH2:1]([CH3:2])[n:3]1[cH:4][c:5]([C:20](=[O:21])[OH:22])[c:6](=[O:19])[c:7]2[cH:8][c:9]([F:18])[c:10]([F:17])[c:11]([O:13][CH:14]([F:15])[F:16])[c:12]12.[CH3:23][CH:24]1[NH:25][CH2:26][CH2:27][NH:28][CH2:29]1.[cH:30]1[cH:31][cH:32][n:33][cH:34][cH:35]1>>[CH2:1]([CH3:2])[n:3]1[cH:4][c:5]([C:20](=[O:21])[OH:22])[c:6](=[O:19])[c:7]2[cH:8][c:9]([F:18])[c:10]([N:28]3[CH2:27][CH2:26][NH:25][CH:24]([CH3:23])[CH2:29]3)[c:11]([O:13][CH:14]([F:15])[F:16])[c:12]12. Starting materials: CCn1cc(C(=O)O)c(=O)c2cc(F)c(F)c(OC(F)F)c21, CC1CNCCN1, c1ccncc1. Reactants: O=C(O)c1cncc(Br)c1, CS(=N)(=O)c1ccccc1, CCN(C(C)C)C(C)C, CN(C)C=O. Product: CS(=O)(=NC(=O)c1cncc(Br)c1)c1ccccc1. As a reaction SMILES: [Br:1][c:2]1[cH:3][n:4][cH:5][c:6]([C:7](=[O:8])[OH:9])[cH:10]1.[CH3:20][S:21](=[O:22])(=[NH:23])[c:24]1[cH:25][cH:26][cH:27][cH:28][cH:29]1.[CH:11]([N:12]([CH2:13][CH3:14])[CH:15]([CH3:16])[CH3:17])([CH3:18])[CH3:19].[O:30]=[CH:31][N:32]([CH3:33])[CH3:34]>>[Br:1][c:2]1[cH:3][n:4][cH:5][c:6]([C:7](=[O:9])[N:23]=[S:21]([CH3:20])(=[O:22])[c:24]2[cH:25][cH:26][cH:27][cH:28][cH:29]2)[cH:10]1. Reactants: [N-]=[N+]=[N-].[Na+] (NaN3), ice water, O(C1=CC=CC=C1)C=1C=C(C=CC1)C12OCC(CC1)(CC2)CC(=O)O (2-(1-(3-Phenoxyphenyl)-2-oxabicyclo[2.2.2]octan-4-yl)acetic acid), TEA, ClC(=O)OCC (ethyl chloroformate). Run in O (water), CC(=O)C (acetone). Run at temperature 0 celsius, time 30 minute. Yields the product O(C1=CC=CC=C1)C=1C=C(C=CC1)C12OCC(CC1)(CC2)CC(=O)N=[N+]=[N-] (2-(1-(3-Phenoxyphenyl)-2-oxabicyclo[2.2.2]octan-4-yl)acetyl azide). Yield: 99.7%. As a reaction SMILES: [O:1]([C:8]1[CH:9]=[C:10]([C:14]23[CH2:21][CH2:20][C:17]([CH2:22][C:23]([OH:25])=O)([CH2:18][CH2:19]2)[CH2:16][O:15]3)[CH:11]=[CH:12][CH:13]=1)[C:2]1[CH:7]=[CH:6][CH:5]=[CH:4][CH:3]=1.ClC(OCC)=O.[N-:32]=[N+:33]=[N-:34].[Na+]>CC(C)=O.O>[O:1]([C:8]1[CH:9]=[C:10]([C:14]23[CH2:21][CH2:20][C:17]([CH2:22][C:23]([N:32]=[N+:33]=[N-:34])=[O:25])([CH2:18][CH2:19]2)[CH2:16][O:15]3)[CH:11]=[CH:12][CH:13]=1)[C:2]1[CH:7]=[CH:6][CH:5]=[CH:4][CH:3]=1 |f:2.3|. Procedure details: To a solution of 2-(1-(3-phenoxyphenyl)-2-oxabicyclo[2.2.2]octan-4-yl)acetic acid (6A: 97 mg, 0.287 mmol) in acetone (1 mL) at 0° C. was added TEA (0.064 mL, 0.459 mmol), followed by ethyl chloroformate (0.044 mL, 0.459 mmol) dropwise. The mixture was stirred at 0° C. for 30 min. A solution of NaN3 (37.3 mg, 0.573 mmol) in 0.5 mL water was added slowly and the mixture was stirred at 0° C. for another 1 h. The reaction mixture was then poured into ice-water (5 mL) and extracted with diethyl ether... Starting materials: N1=CC=C(C=C1)C1=CC=NC=2N1N=CC2 (7-(4-pyridyl)pyrazolo[1,5-a]pyrimidine), ClN1N=NC2=C1C=CC=C2 (N-chlorobenzotriazole). The solvent is ClCCl (dichloromethane). Conditions: time 1 hour. Yields the product ClC=1C=NN2C1N=CC=C2C2=CC=NC=C2 (3-Chloro-7-(4-pyridyl)pyrazolo[1,5-a]pyrimidine). RXN SMILES: [N:1]1[CH:6]=[CH:5][C:4]([C:7]2[N:12]3[N:13]=[CH:14][CH:15]=[C:11]3[N:10]=[CH:9][CH:8]=2)=[CH:3][CH:2]=1.[Cl:16]N1C2C=CC=CC=2N=N1>ClCCl>[Cl:16][C:15]1[CH:14]=[N:13][N:12]2[C:7]([C:4]3[CH:3]=[CH:2][N:1]=[CH:6][CH:5]=3)=[CH:8][CH:9]=[N:10][C:11]=12. Reported procedure: To a mixture of 0.01 mole of 7-(4-pyridyl)pyrazolo[1,5-a]pyrimidine in cold dichloromethane is added 0.011 mole of N-chlorobenzotriazole. The mixture is stirred at room temperature for one hour and heated on a steam bath for 15 minutes. The product is worked up as for Example 62 to give the product of the example, m.p. 183°-184° C. Starting materials: CCCCOC(=O)c1nc(O)c2cc(Br)ccc2c1O, CC#N, O=P(Cl)(Cl)Cl. The product is CCCCOC(=O)c1nc(Cl)c2cc(Br)ccc2c1O. RXN SMILES: [CH2:1]([CH2:2][CH2:3][CH3:4])[O:5][C:6](=[O:7])[c:8]1[n:9][c:10]([OH:20])[c:11]2[cH:12][c:13]([Br:19])[cH:14][cH:15][c:16]2[c:17]1[OH:18].[CH3:26][C:27]#[N:28].[P:21]([Cl:22])([Cl:23])([Cl:24])=[O:25]>>[CH2:1]([CH2:2][CH2:3][CH3:4])[O:5][C:6](=[O:7])[c:8]1[n:9][c:10]([Cl:23])[c:11]2[cH:12][c:13]([Br:19])[cH:14][cH:15][c:16]2[c:17]1[OH:18]. Starting materials: CC(=O)OC(C)=O, O=CO, CC(N)(C(=O)O)c1ccccc1. The product is CC(NC=O)(C(=O)O)c1ccccc1. RXN SMILES: [CH3:13][C:14](=[O:15])[O:16][C:17](=[O:18])[CH3:19].[CH:20]([OH:21])=[O:22].[NH2:1][C:2]([C:3](=[O:4])[OH:5])([CH3:6])[c:7]1[cH:8][cH:9][cH:10][cH:11][cH:12]1>>[NH:1]([C:2]([C:3](=[O:4])[OH:5])([CH3:6])[c:7]1[cH:8][cH:9][cH:10][cH:11][cH:12]1)[CH:14]=[O:15].